Dataset: the Open Reaction Database (ORD), a public repository of structured organic reaction records. Task: describe an organic reaction: reactants, conditions, products, and yield The reactants are O=C1Cc2cc(Cl)ccc2N1, O=Cc1[nH]c2c(c1-c1ccc(F)cc1)C(=O)NCC2. Product: O=C1Nc2ccc(Cl)cc2C1=Cc1[nH]c2c(c1-c1ccc(F)cc1)C(=O)NCC2. Reaction SMILES: [Cl:20][c:21]1[cH:22][c:23]2[c:27]([cH:28][cH:29]1)[NH:26][C:25](=[O:30])[CH2:24]2.[F:1][c:2]1[cH:3][cH:4][c:5](-[c:8]2[c:9]([CH:18]=[O:19])[nH:10][c:11]3[c:12]2[C:13](=[O:17])[NH:14][CH2:15][CH2:16]3)[cH:6][cH:7]1>>[F:1][c:2]1[cH:3][cH:4][c:5](-[c:8]2[c:9]([CH:18]=[C:24]3[c:23]4[cH:22][c:21]([Cl:20])[cH:29][cH:28][c:27]4[NH:26][C:25]3=[O:30])[nH:10][c:11]3[c:12]2[C:13](=[O:17])[NH:14][CH2:15][CH2:16]3)[cH:6][cH:7]1.